The task is: describe an organic reaction: reactants, conditions, products, and yield. This data is from the Open Reaction Database (ORD), a public repository of structured organic reaction records. Reactants: C1CCNC1, COc1ccc([N+](=O)[O-])c(C)c1Cl, CN(C)C=O. Yields the product COc1ccc([N+](=O)[O-])c(C=CN2CCCC2)c1Cl. RXN SMILES: [CH2:14]1[CH2:15][CH2:16][NH:17][CH2:18]1.[Cl:1][c:2]1[c:3]([O:12][CH3:13])[cH:4][cH:5][c:6]([N+:9](=[O:10])[O-:11])[c:7]1[CH3:8].[O:19]=[CH:20][N:21]([CH3:22])[CH3:23]>>[Cl:1][c:2]1[c:3]([O:12][CH3:13])[cH:4][cH:5][c:6]([N+:9](=[O:10])[O-:11])[c:7]1[CH:8]=[CH:20][N:17]1[CH2:16][CH2:15][CH2:14][CH2:18]1.